The task is: describe an organic reaction: reactants, conditions, products, and yield. This data is from the Open Reaction Database (ORD), a public repository of structured organic reaction records. Reactants: C(C1=CC=CC=C1)OC(=O)[C@H]1N(CCCC1)C1=NC2=C(N1C(=O)OC(C)(C)C)C=CC=C2 (tert-butyl 2-[(2S)-2-[(benzyloxy)carbonyl]-1-piperidinyl]-1H-1,3-benzimidazole-1-carboxylate). The reagents and catalysts are [Pd] (Palladium on carbon). The solvent is C(C)O (ethanol). Reaction conditions: time 18 hour. Product: C(C)(C)(C)OC(=O)N1C(=NC2=C1C=CC=C2)N2[C@@H](CCCC2)C(=O)O ((2S)-1-[1-(tert-butoxycarbonyl)-1H-1,3-benzimidazol-2-yl]-2-piperidinecarboxylic acid). Isolated yield 98.1%. Reaction SMILES: C([O:8][C:9]([C@@H:11]1[CH2:16][CH2:15][CH2:14][CH2:13][N:12]1[C:17]1[N:21]([C:22]([O:24][C:25]([CH3:28])([CH3:27])[CH3:26])=[O:23])[C:20]2[CH:29]=[CH:30][CH:31]=[CH:32][C:19]=2[N:18]=1)=[O:10])C1C=CC=CC=1>[Pd].C(O)C>[C:25]([O:24][C:22]([N:21]1[C:20]2[CH:29]=[CH:30][CH:31]=[CH:32][C:19]=2[N:18]=[C:17]1[N:12]1[CH2:13][CH2:14][CH2:15][CH2:16][C@H:11]1[C:9]([OH:10])=[O:8])=[O:23])([CH3:28])([CH3:26])[CH3:27]. Procedure: 10% w/w Palladium on carbon (300 mg) was added to a solution of tert-butyl 2-[(2S)-2-[(benzyloxy)carbonyl]-1-piperidinyl]-1H-1,3-benzimidazole-1-carboxylate (900 mg) [see Preparation 47] in ethanol (30 ml). The reaction mixture was hydrogenated at 103.5 kPa (15 psi) at room temperature for 18 hours. The catalyst was then filtered off and the solvent removed under reduced pressure to afford (2S)-1-[1-(tert-butoxycarbonyl)-1H-1,3-benzimidazol-2-yl]-2-piperidinecarboxylic acid (700 mg) as a white f... Starting materials: COC(C(=O)O)(C)C (2-methoxy-2-methylpropionic acid), F[B-](F)(F)F.BrC1=[N+](C=CC=C1)CC (2-bromo-1-ethyl pyridinium tetrafluoroborate), CCN(C(C)C)C(C)C (Hunig's Base), C1(=CC=CC=C1)C#CC=1C=CC(=NC1)N (5-phenylethynyl-pyridin-2-ylamine). Run in ClCCl (dichloromethane). Reaction conditions: time 14 hour. The product is COC(C(=O)NC1=NC=C(C=C1)C#CC1=CC=CC=C1)(C)C (2-methoxy-2-methyl-N-(5-phenylethynyl-pyridin-2-yl)-propionamide). The yield is 46.2%. RXN SMILES: [C:1]1([C:7]#[C:8][C:9]2[CH:10]=[CH:11][C:12]([NH2:15])=[N:13][CH:14]=2)[CH:6]=[CH:5][CH:4]=[CH:3][CH:2]=1.[CH3:16][O:17][C:18]([CH3:23])([CH3:22])[C:19](O)=[O:20].F[B-](F)(F)F.BrC1C=CC=C[N+]=1CC.CCN(C(C)C)C(C)C>ClCCl>[CH3:16][O:17][C:18]([CH3:23])([CH3:22])[C:19]([NH:15][C:12]1[CH:11]=[CH:10][C:9]([C:8]#[C:7][C:1]2[CH:6]=[CH:5][CH:4]=[CH:3][CH:2]=2)=[CH:14][N:13]=1)=[O:20] |f:2.3|. Procedure: (100 mg, 0.515 mmol) 5-Phenylethynyl-pyridin-2-ylamine (Example 1, step 1) was dissolved in dichloromethane (5 ml) and 2-methoxy-2-methylpropionic acid (91 mg, 0.77 mmol, 1.5 equiv.), 2-bromo-1-ethyl pyridinium tetrafluoroborate (CAS 878-23-9) (211 mg, 0.77 mmol, 1.5 equiv.) and Hunig's Base (0.26 ml, 1.54 mmol, 3 equiv.) were added. The mixture was stirred for 14 hours at room temperature. The reaction mixture was extracted with saturated Na2CO3 solution and dichloromethane. The organic layer w... Reactants: C(C)(C)(C)P(C(C)(C)C)C(C)(C)C (tri-(t-Butyl)phosphine), C1=CC=NC(=C1)C2=NC(=CC=C2)C3=CC=CC=N3.C#C.C(CCC)[Sn](CCCC)CCCC (Terpy acetylene tributylTin). The reagents and catalysts are C=1C=CC(=CC1)/C=C/C(=O)/C=C/C2=CC=CC=C2.C=1C=CC(=CC1)/C=C/C(=O)/C=C/C2=CC=CC=C2.C=1C=CC(=CC1)/C=C/C(=O)/C=C/C2=CC=CC=C2.[Pd].[Pd] (Pd2(DBA)3). Solvent: C1(=CC=CC=C1)C (toluene). Conditions: time 5 minute. Product: C1=CC=NC(=C1)C2=NC(=CC=C2)C3=CC=CC=N3 (Terpy). Isolated yield 84.0%. RXN SMILES: C(P(C(C)(C)C)C(C)(C)C)(C)(C)C.[CH:14]1[CH:19]=[C:18]([C:20]2[CH:25]=[CH:24][CH:23]=[C:22]([C:26]3[N:31]=[CH:30][CH:29]=[CH:28][CH:27]=3)[N:21]=2)[N:17]=[CH:16][CH:15]=1.C#C.C([Sn](CCCC)CCCC)CCC>C1(C)C=CC=CC=1.C1C=CC(/C=C/C(/C=C/C2C=CC=CC=2)=O)=CC=1.C1C=CC(/C=C/C(/C=C/C2C=CC=CC=2)=O)=CC=1.C1C=CC(/C=C/C(/C=C/C2C=CC=CC=2)=O)=CC=1.[Pd].[Pd]>[CH:28]1[CH:27]=[C:26]([C:22]2[CH:23]=[CH:24][CH:25]=[C:20]([C:18]3[N:17]=[CH:16][CH:15]=[CH:14][CH:19]=3)[N:21]=2)[N:31]=[CH:30][CH:29]=1 |f:1.2.3,5.6.7.8.9,^1:34|. Reported procedure: Inside the glove box, 130 mg of PDI-Br (1 eq, Mw=665.62 gr/mole, n=1.95×104 mole) were weighed in a clean vial. 14.65 mg of Pd2(DBA)3, (0.05 eq) (10% mole, Mw=915.72 gr/mole, n=1.6×10−5 mole) & 10% mole of tri-(t-Butyl)phosphine (6.75 mg, Mw=211.3902 gr/mole) were added to PDI-Br dissolved in 10 ml of toluene. The mixture was stirred for 5 min & then added dropwise to a toluenic solution of Terpy-acetylene-tributylTin. According to the TLC, the reaction is completed in 2 h. Silica gel column chr... Reactants: O=C([O-])[O-], CCOC(=O)C(=O)Nc1nc(C(C)(C)C)cs1, CCO, [K+], [K+], O. Yields the product CC(C)(C)c1csc(NC(=O)C(=O)O)n1. As a reaction SMILES: [C:19](=[O:20])([O-:21])[O-:22].[CH3:1][C:2]([CH3:3])([CH3:4])[c:5]1[n:6][c:7]([NH:10][C:11](=[O:12])[C:13](=[O:14])[O:15][CH2:16][CH3:17])[s:8][cH:9]1.[CH3:25][CH2:26][OH:27].[K+:23].[K+:24].[OH2:18]>>[CH3:1][C:2]([CH3:3])([CH3:4])[c:5]1[n:6][c:7]([NH:10][C:11](=[O:12])[C:13](=[O:14])[OH:15])[s:8][cH:9]1. The reactants are CS(=O)(=O)Cl (methanesulphonyl chloride), NC=1C=NN(C1)CCCCN1CCN(CC1)C1=NC=CC=N1 (4-amino-1-(4-[4-(2-pyrimidinyl)-1-piperazinyl]butyl}-1H-pyrazole). Solvent: N1=CC=CC=C1 (pyridine). Conditions: time 1 hour. Product: CS(=O)(=O)NC=1C=NN(C1)CCCCN1CCN(CC1)C1=NC=CC=N1 (4-methylsulphonamido-1-{4-[4-(2-pyrimidinyl) -1-piperazinyl]butyl}-1H-pyrazole). RXN SMILES: [CH3:1][S:2](Cl)(=[O:4])=[O:3].[NH2:6][C:7]1[CH:8]=[N:9][N:10]([CH2:12][CH2:13][CH2:14][CH2:15][N:16]2[CH2:21][CH2:20][N:19]([C:22]3[N:27]=[CH:26][CH:25]=[CH:24][N:23]=3)[CH2:18][CH2:17]2)[CH:11]=1>N1C=CC=CC=1>[CH3:1][S:2]([NH:6][C:7]1[CH:8]=[N:9][N:10]([CH2:12][CH2:13][CH2:14][CH2:15][N:16]2[CH2:17][CH2:18][N:19]([C:22]3[N:23]=[CH:24][CH:25]=[CH:26][N:27]=3)[CH2:20][CH2:21]2)[CH:11]=1)(=[O:4])=[O:3]. Procedure details: 1.8 g (16 mmol) of methanesulphonyl chloride are added slowly to a cooled solution of 4.4 g (14.6 mmol) of 4-amino-1-(4-[4-(2-pyrimidinyl)-1-piperazinyl]butyl}-1H-pyrazole, Example 16, in 30 ml of pyridine. The mixture is left for 1 hour at 0° C., left at room temperature for 4 hours and poured into ice-cold water, the resulting mixture is extracted with chloroform and 3.7 g of 4-methylsulphonamido-1-{4-[4-(2-pyrimidinyl)-1-piperazinyl]butyl}-1H-pyrazole are obtained, which product may be recrys... Reactants: C1CCN(CC1)Cc1cc(C=O)ccc1O, CC1=CN=C(C=C1)N, [C-]#[N+]C1CCCCC1. Reagents/catalysts: O=C(O)C(F)(F)F (trifluoroacetic acid). Run in CC(C)O (isopropyl alcohol), CC(C)O (isopropylalcohol). Conditions: temperature 22 celsius, time 20 hour. Yields the product Cc1ccc2nc(c3ccc(c(CN4CCCCC4)c3)O)c(NC3CCCCC3)n2c1. Yield: 3.4%. RXN SMILES: CC1=CC=C(N)N=C1.[C-]#[N+]C1CCCCC1.OC1=C(CN2CCCCC2)C=C(C=O)C=C1>>CC1=CN2C(C=C1)=NC(=C2NC1CCCCC1)C1=CC(CN2CCCCC2)=C(O)C=C1. The product is OC=1CS[C@H]2N(C1)C(C2)=O (3-hydroxy-3-cephem). RXN SMILES: N[CH:2]1[C:13](=[O:14])[N:4]2[C:5](C(O)=O)=[C:6]([OH:9])[CH2:7][S:8][C@H:3]12>CO>[OH:9][C:6]1[CH2:7][S:8][C@@H:3]2[CH2:2][C:13](=[O:14])[N:4]2[CH:5]=1. Starting materials: NC1[C@@H]2N(C(=C(CS2)O)C(=O)O)C1=O (7-amino-3-hydroxy-3-cephem-4-carboxylic acid), 7-amino-3-exomethylene-cepham-4-carboxylic acid. Run in CO (methanol). Procedure: In Chem Pharm Bull, 36(2), 582-591 (1988), the preparation of 7-amino-3-hydroxy-3-cephem-4-carboxylic acid (IX) is described in which 7-amino-3-exomethylene-cepham-4-carboxylic acid (VII) was ozonized in methanol at -75° C. to yield the corresponding 3-hydroxy-3-cephem compound (VIII) which is further reduced with NaBH4 to yield 83% of (IX). It was also observed that when 7-phenylacetamido-3-methylene-cepham-4-carboxylic acid (X) was ozonized in methylene chloride, the desired 3-hydroxy-3-cephem... Reactants: CCN1CCNCC1, N#Cc1c(OCC(F)(F)F)nc(OCCCOc2ccccc2)nc1N1CCc2ccccc2CC1, C1COCCO1. The product is CCN1CCN(c2nc(OCC(F)(F)F)c(C#N)c(N3CCc4ccccc4CC3)n2)CC1. As a reaction SMILES: [CH2:37]([CH3:38])[N:39]1[CH2:40][CH2:41][NH:42][CH2:43][CH2:44]1.[O:1]([CH2:2][CH2:3][CH2:4][O:5][c:12]1[n:13][c:14]([O:31][CH2:32][C:33]([F:34])([F:35])[F:36])[c:15]([C:29]#[N:30])[c:16]([N:18]2[CH2:19][CH2:20][c:21]3[c:22]([cH:25][cH:26][cH:27][cH:28]3)[CH2:23][CH2:24]2)[n:17]1)[c:6]1[cH:7][cH:8][cH:9][cH:10][cH:11]1.[O:45]1[CH2:46][CH2:47][O:48][CH2:49][CH2:50]1>>[c:12]1([N:42]2[CH2:41][CH2:40][N:39]([CH2:37][CH3:38])[CH2:44][CH2:43]2)[n:13][c:14]([O:31][CH2:32][C:33]([F:34])([F:35])[F:36])[c:15]([C:29]#[N:30])[c:16]([N:18]2[CH2:19][CH2:20][c:21]3[c:22]([cH:25][cH:26][cH:27][cH:28]3)[CH2:23][CH2:24]2)[n:17]1.